Dataset: the Open Reaction Database (ORD), a public repository of structured organic reaction records. Task: describe an organic reaction: reactants, conditions, products, and yield Yields the product COC(=O)C(C(=O)OC)C(O)c1c(F)ccc(F)c1F. Reactants: COC(=O)CC(=O)OC, CCOC(C)=O, O=Cc1c(F)ccc(F)c1F, [K+], [K+], O=C([O-])[O-], CN(C)C=O, O. RXN SMILES: [C:12]([CH2:13][C:14](=[O:15])[O:16][CH3:17])(=[O:18])[O:19][CH3:20].[CH3:27][CH2:28][O:29][C:30](=[O:31])[CH3:32].[F:1][c:2]1[c:3]([CH:4]=[O:5])[c:6]([F:11])[cH:7][cH:8][c:9]1[F:10].[K+:21].[K+:22].[O-:23][C:24]([O-:25])=[O:26].[O:33]=[CH:34][N:35]([CH3:36])[CH3:37].[OH2:38]>>[F:1][c:2]1[c:3]([CH:4]([OH:5])[CH:13]([C:12](=[O:18])[O:19][CH3:20])[C:14](=[O:15])[O:16][CH3:17])[c:6]([F:11])[cH:7][cH:8][c:9]1[F:10]. The reactants are BrC=1C=CC(=C(C1)C1=NC2=NC=CN=C2C(N1)=O)F (2-(5-bromo-2-fluorophenyl)pteridin-4-one), OCCN (2-hydroxyethylamine), C(CCC)N(C1=NC(=NC2=NC=CN=C12)C1=C(C=CC(=C1)Br)F)C1=CC=NC=C1 (4-[(butyl)(4-pyridyl)amino]-2-(5-bromo-2-fluorophenyl)pteridine). Product: BrC=1C=CC(=C(C1)C1=NC2=NC=CN=C2C(=N1)NCCO)F (2-(5-bromo-2-fluorophenyl)-4-(2-hydroxyethylamino)pteridine). RXN SMILES: [Br:1][C:2]1[CH:3]=[CH:4][C:5]([F:19])=[C:6]([C:8]2[NH:17][C:16](=O)[C:15]3[C:10](=[N:11][CH:12]=[CH:13][N:14]=3)[N:9]=2)[CH:7]=1.[OH:20][CH2:21][CH2:22][NH2:23].C(N(C1C=CN=CC=1)C1C2C(=NC=CN=2)N=C(C2C=C(Br)C=CC=2F)N=1)CCC>>[Br:1][C:2]1[CH:3]=[CH:4][C:5]([F:19])=[C:6]([C:8]2[N:17]=[C:16]([NH:23][CH2:22][CH2:21][OH:20])[C:15]3[C:10](=[N:11][CH:12]=[CH:13][N:14]=3)[N:9]=2)[CH:7]=1. Procedure: The title product was synthesized by reaction of the 2-(5-bromo-2-fluorophenyl)-pteridin-4-one 104 with 2-hydroxyethylamine following the procedure described for 4-[(butyl)(4-pyridyl)amino]-2-(5-bromo-2-fluorophenyl)pteridine 3. The reactants are C1=2C(=O)OC(NC1=NC=CC2)=O (3-azaisatoic acid anhydride), N(C)CC(=O)O (sarcosine). The solvent is CS(=O)C (dimethyl sulphoxide). Product: CN1CC(NC2=C(C1=O)C=CC=N2)=O (3,4-dihydro-4-methyl-2H-pyrido[2,3-e][1,4]diazepine-2,5(1H)-dione). As a reaction SMILES: [C:1]12[C:7](=[N:8][CH:9]=[CH:10][CH:11]=1)[NH:6][C:5](=[O:12])[O:4][C:2]2=O.[NH:13]([CH2:15]C(O)=O)[CH3:14]>CS(C)=O>[CH3:14][N:13]1[C:2](=[O:4])[C:1]2[CH:11]=[CH:10][CH:9]=[N:8][C:7]=2[NH:6][C:5](=[O:12])[CH2:15]1. Procedure details: 12.0 g (73.1 mmol) of 3-azaisatoic acid anhydride and 6.6 g (73.2 mmol) of sarcosine are stirred at 100° for 2.5 hours in 180 ml of dimethyl sulphoxide. The solvent is removed in a high vacuum and the oily residue is heated to 130° for about 4 hours. After cooling, the crystalline product is suspended in 150 ml of methanol. It is filtered off under suction, washed with methanol and dried. There is obtained 3,4-dihydro-4-methyl-2H-pyrido[2,3-e][1,4]diazepine-2,5(1H)-dione of melting point 245°-24... Starting materials: BrC1=CN=C2N1C=CC(=N2)C(C)(C)O (2-(3-Bromoimidazo[1,2-α]pyrimidin-7-yl)propan-2-ol), CC1(OB(OC1(C)C)C=1C(=C(C(=CC1)F)C=1C(=CC(=CC1)F)C#N)F)C (3′-(4,4,5,5-tetramethyl-[1,3,2]dioxaborolan-2-yl)-4,2′,6′-trifluorobiphenyl-2-carbonitrile). Yields the product OC(C)(C)C1=NC=2N(C=C1)C(=CN2)C=2C(=C(C(=CC2)F)C=2C(=CC(=CC2)F)C#N)F (3′-[7-(1-hydroxy-1-methylethyl)imidazo[1,2-α]pyrimidin-3-yl]-4,2′,6′-trifluorobiphenyl-2-carbonitrile). RXN SMILES: Br[C:2]1[N:6]2[CH:7]=[CH:8][C:9]([C:11]([OH:14])([CH3:13])[CH3:12])=[N:10][C:5]2=[N:4][CH:3]=1.CC1(C)C(C)(C)OB([C:23]2[C:24]([F:39])=[C:25]([C:30]3[C:31]([C:37]#[N:38])=[CH:32][C:33]([F:36])=[CH:34][CH:35]=3)[C:26]([F:29])=[CH:27][CH:28]=2)O1>>[OH:14][C:11]([C:9]1[CH:8]=[CH:7][N:6]2[C:2]([C:27]3[C:26]([F:29])=[C:25]([C:30]4[C:31]([C:37]#[N:38])=[CH:32][C:33]([F:36])=[CH:34][CH:35]=4)[C:24]([F:39])=[CH:23][CH:28]=3)=[CH:3][N:4]=[C:5]2[N:10]=1)([CH3:13])[CH3:12]. Procedure: 2-(3-Bromoimidazo[1,2-α]pyrimidin-7-yl)propan-2-ol was coupled with 3′-(4,4,5,5-tetramethyl-[1,3,2]dioxaborolan-2-yl)-4,2′,6′-trifluorobiphenyl-2-carbonitrile as described in Example 65 to give 3′-[7-(1-hydroxy-1-methylethyl)imidazo[1,2-α]pyrimidin-3-yl]-4,2′,6′-trifluorobiphenyl-2-carbonitrile as an off-white solid: δH (400 MHz, d6-DMSO) 1.51 (6H, s), 7.42 (1H, d, J 7), 7.54-7.58 (1H, m), 7.80-7.85 (1H, m), 7.89-7.96 (3H, m), 8.14 (1H, dd, J 9 and 2), 8.78 (1H, dd, J 7 and 3). The reactants are OCC1(O)[C@H](O)[C@H](O)[C@H](O)CO1 (Psi), C1(CC1)CC(C#N)(C)C=1C=NC(=NC1)C(F)F (3-cyclopropyl-2-(2-(difluoromethyl)pyrimidin-5-yl)-2-methylpropanenitrile), N.O (NH3.H2O). The reagents and catalysts are [Ni] (Ni). Run in CO (MeOH). Product: C1(CC1)CC(CN)(C)C=1C=NC(=NC1)C(F)F (3-cyclopropyl-2-(2-(difluoromethyl)pyrimidin-5-yl)-2-methylpropan-1-amine). Isolated yield 98.7%. Reaction SMILES: [CH:1]1([CH2:4][C:5]([C:9]2[CH:10]=[N:11][C:12]([CH:15]([F:17])[F:16])=[N:13][CH:14]=2)([CH3:8])[C:6]#[N:7])[CH2:3][CH2:2]1.N.O.OCC1(OC[C@@H](O)[C@@H](O)[C@H]1O)O>CO.[Ni]>[CH:1]1([CH2:4][C:5]([C:9]2[CH:10]=[N:11][C:12]([CH:15]([F:16])[F:17])=[N:13][CH:14]=2)([CH3:8])[CH2:6][NH2:7])[CH2:3][CH2:2]1 |f:1.2|. Procedure details: A mixture of 3-cyclopropyl-2-(2-(difluoromethyl)pyrimidin-5-yl)-2-methylpropanenitrile (1 g, 4.2 mmol) and NH3.H2O (3 mL) in MeOH (20 mL) was hydrogenated with Raney Ni (1.5 g) under 50 Psi for 3 h. The reaction mixture was filtered and concentrated to give 3-cyclopropyl-2-(2-(difluoromethyl)pyrimidin-5-yl)-2-methylpropan-1-amine (1 g), which was used directly for next step.